Dataset: the Open Reaction Database (ORD), a public repository of structured organic reaction records. Task: describe an organic reaction: reactants, conditions, products, and yield Starting materials: C(C)(C)(C)OC(N[C@@H]1C(O[C@H]([C@@H]([C@H](CCC1)CCO)OC1=CC=CC=C1)C)=O)=O (tert-butyl((3S,7R,8R,9S)-7-(2-hydroxyethyl)-9-methyl-2-oxo-8-phenoxyoxonan-3-yl)carbamate), CN(C)C1=CC=CC2=C1C(=CC=C2)N(C)C (Proton Sponge), F[B-](F)(F)F.C[O+](C)C (trimethyloxonium tetrafluoroborate). Solvent: C(Cl)Cl (CH2Cl2). Conditions: temperature 0 celsius, time 3 hour. Product: C(C)(C)(C)OC(N[C@@H]1C(O[C@H]([C@@H]([C@H](CCC1)CCOC)OC1=CC=CC=C1)C)=O)=O (tert-butyl((3S,7R,8R,9S)-7-(2-methoxyethyl)-9-methyl-2-oxo-8-phenoxyoxonan-3-yl)carbamate), solid. Yield: 78.0%. As a reaction SMILES: [C:1]([O:5][C:6](=[O:29])[NH:7][C@H:8]1[CH2:16][CH2:15][CH2:14][C@H:13]([CH2:17][CH2:18][OH:19])[C@@H:12]([O:20][C:21]2[CH:26]=[CH:25][CH:24]=[CH:23][CH:22]=2)[C@H:11]([CH3:27])[O:10][C:9]1=[O:28])([CH3:4])([CH3:3])[CH3:2].[CH3:30]N(C1C2C(N(C)C)=CC=CC=2C=CC=1)C.F[B-](F)(F)F.C[O+](C)C>C(Cl)Cl>[C:1]([O:5][C:6](=[O:29])[NH:7][C@H:8]1[CH2:16][CH2:15][CH2:14][C@H:13]([CH2:17][CH2:18][O:19][CH3:30])[C@@H:12]([O:20][C:21]2[CH:22]=[CH:23][CH:24]=[CH:25][CH:26]=2)[C@H:11]([CH3:27])[O:10][C:9]1=[O:28])([CH3:2])([CH3:4])[CH3:3] |f:2.3|. Reported procedure: To a solution of tert-butyl((3S,7R,8R,9S)-7-(2-hydroxyethyl)-9-methyl-2-oxo-8-phenoxyoxonan-3-yl)carbamate (400 mg, 0.982 mmol) and Proton Sponge® (841 mg, 3.93 mmol) in anhydrous CH2Cl2 (10 mL) at 0° C. (icewater bath) was added trimethyloxonium tetrafluoroborate (290 mg, 1.963 mmol; weighed under N2), and the resulting mixture was stirred at 0° C. for 3 h, quenched with 1N HCl (20 mL), and extracted with CH2Cl2 (3×20 mL). The organic extracts were combined, dried over Na2SO4, filtered, and con... Starting materials: [Cl-].[Al+3].[Cl-].[Cl-] (aluminum chloride), C1(=CC=CC=C1)C(C1=CC=CC=C1)OC(=O)C1=C(CS[C@H]2N1C([C@H]2NC(\C(=N/OC(=C)C(=O)OC(C2=CC=CC=C2)C2=CC=CC=C2)\C=2N=C(SC2)NC(=O)OC(C)(C)C)=O)=O)SC(SC=2N=NNC2)C(C2=CC=CC=C2)(C2=CC=CC=C2)C2=CC=CC=C2 (7β-[(Z)-2-(2-t-butoxycarbonylaminothiazol-4-yl)-2-(1-diphenylmethoxycarbonylvinyloxyimino)acetamido]-3-(trityl-1,2,3-triazol-4-ylthiomethylthio)-3-cephem-4-carboxylic acid diphenylmethyl ester), Cl (hydrochloric acid). The solvent is C1(=CC=CC=C1)OC (anisole), O (water), C1(=CC=CC=C1)OC (anisole), [N+](=O)([O-])C (nitromethane). Conditions: time 50 minute. Product: NC=1SC=C(N1)/C(/C(=O)N[C@H]1[C@@H]2N(C(=C(CS2)SCSC=2N=NNC2)C(=O)O)C1=O)=N/OC(=C)C(=O)O (7β-[(Z)-2-(2-aminothiazol-4-yl)-2-(1-carboxyvinyloxyimino)acetamido]-3-(1,2,3-triazol-4-ylthiomethylthio)-3-cephem-4-carboxylic acid). Isolated yield 77.1%. As a reaction SMILES: C1(C([O:14][C:15]([C:17]2[N:22]3[C:23](=[O:62])[C@@H:24]([NH:25][C:26](=[O:61])/[C:27](/[C:48]4[N:49]=[C:50]([NH:53]C(OC(C)(C)C)=O)[S:51][CH:52]=4)=[N:28]\[O:29][C:30]([C:32]([O:34]C(C4C=CC=CC=4)C4C=CC=CC=4)=[O:33])=[CH2:31])[C@H:21]3[S:20][CH2:19][C:18]=2[S:63][CH:64](C(C2C=CC=CC=2)(C2C=CC=CC=2)C2C=CC=CC=2)[S:65][C:66]2[N:67]=[N:68][NH:69][CH:70]=2)=[O:16])C2C=CC=CC=2)C=CC=CC=1.[Cl-].[Al+3].[Cl-].[Cl-].Cl>C1(OC)C=CC=CC=1.[N+](C)([O-])=O.O>[NH2:53][C:50]1[S:51][CH:52]=[C:48](/[C:27](=[N:28]/[O:29][C:30]([C:32]([OH:34])=[O:33])=[CH2:31])/[C:26]([NH:25][C@@H:24]2[C:23](=[O:62])[N:22]3[C:17]([C:15]([OH:16])=[O:14])=[C:18]([S:63][CH2:64][S:65][C:66]4[N:67]=[N:68][NH:69][CH:70]=4)[CH2:19][S:20][C@H:21]23)=[O:61])[N:49]=1 |f:1.2.3.4|. Procedure details: To a solution of 7β-[(Z)-2-(2-t-butoxycarbonylaminothiazol-4-yl)-2-(1-diphenylmethoxycarbonylvinyloxyimino)acetamido]-3-(trityl-1,2,3-triazol-4-ylthiomethylthio)-3-cephem-4-carboxylic acid diphenylmethyl ester (910 mg: 0.723 mMol.) in a mixture of anisole (3 ml) and nitromethane (12 ml) at -40° C. is added a solution of aluminum chloride (0.77 g: 5.79 mMol.) in anisole (3 ml), and the mixture is stirred at -30° to -40° C. for 50 minutes. The reaction mixture is mixed with 1N-hydrochloric acid (5... Starting materials: N[C@@H]1CC[C@H](CC1)NC(=O)C1=CNC2=C1N=CN=C2C2=C(C=CC=C2)OCC2CC2 (trans-4-(2-Cyclopropylmethoxy-phenyl)-5H-pyrrolo[3,2-d]pyrimidine-7-carboxylic acid (4-amino-cyclohexyl)-amide), C1(CC1)C(=O)Cl (cyclopropanecarbonyl chloride). Yields the product C1(CC1)C(=O)N[C@@H]1CC[C@H](CC1)NC(=O)C1=CNC2=C1N=CN=C2C2=C(C=CC=C2)OCC2CC2 (trans-4-(2-Cyclopropylmethoxy-phenyl)-5H-pyrrolo[3,2-d]pyrimidine-7-carboxylic acid [4-(cyclopropanecarbonyl-amino)cyclohexyl]-amide). As a reaction SMILES: [NH2:1][C@H:2]1[CH2:7][CH2:6][C@H:5]([NH:8][C:9]([C:11]2[C:15]3[N:16]=[CH:17][N:18]=[C:19]([C:20]4[CH:25]=[CH:24][CH:23]=[CH:22][C:21]=4[O:26][CH2:27][CH:28]4[CH2:30][CH2:29]4)[C:14]=3[NH:13][CH:12]=2)=[O:10])[CH2:4][CH2:3]1.[CH:31]1([C:34](Cl)=[O:35])[CH2:33][CH2:32]1>>[CH:31]1([C:34]([NH:1][C@H:2]2[CH2:7][CH2:6][C@H:5]([NH:8][C:9]([C:11]3[C:15]4[N:16]=[CH:17][N:18]=[C:19]([C:20]5[CH:25]=[CH:24][CH:23]=[CH:22][C:21]=5[O:26][CH2:27][CH:28]5[CH2:29][CH2:30]5)[C:14]=4[NH:13][CH:12]=3)=[O:10])[CH2:4][CH2:3]2)=[O:35])[CH2:33][CH2:32]1. Reported procedure: Starting from trans-4-(2-Cyclopropylmethoxy-phenyl)-5H-pyrrolo[3,2-d]pyrimidine-7-carboxylic acid (4-amino-cyclohexyl)-amide (example A161) and cyclopropanecarbonyl chloride the title compound is obtained as colorless solid. Starting materials: C1CCOC1, C[Si](C)(C)[N-][Si](C)(C)C, [Cl-], Cc1cc(OCC(=O)N2C(=O)OCC2C(C)C)ccc1F, Cc1cc(COCC=CCI)ccc1F, [Li+], [NH4+]. Reaction SMILES: [CH2:49]1[O:50][CH2:51][CH2:52][CH2:53]1.[CH3:1][Si:2]([N-:3][Si:4]([CH3:5])([CH3:6])[CH3:7])([CH3:8])[CH3:9].[Cl-:47].[F:11][c:12]1[c:13]([CH3:31])[cH:14][c:15]([O:16][CH2:17][C:18](=[O:19])[N:20]2[C:21](=[O:28])[O:22][CH2:23][CH:24]2[CH:25]([CH3:26])[CH3:27])[cH:29][cH:30]1.[F:32][c:33]1[c:34]([CH3:46])[cH:35][c:36]([CH2:39][O:40][CH2:41][CH:42]=[CH:43][CH2:44][I:45])[cH:37][cH:38]1.[Li+:10].[NH4+:48]>>[F:11][c:12]1[c:13]([CH3:31])[cH:14][c:15]([O:16][CH:17]([C:18](=[O:19])[N:20]2[C:21](=[O:28])[O:22][CH2:23][CH:24]2[CH:25]([CH3:26])[CH3:27])[CH2:44][CH:43]=[CH:42][CH2:41][O:40][CH2:39][c:36]2[cH:35][c:34]([CH3:46])[c:33]([F:32])[cH:38][cH:37]2)[cH:29][cH:30]1. The product is Cc1cc(COCC=CCC(Oc2ccc(F)c(C)c2)C(=O)N2C(=O)OCC2C(C)C)ccc1F. The reactants are C1(CC1)C1=C(C=NC=C1)N1C(NCC1)=O (1-(4-cyclopropylpyridin-3-yl)imidazolidin-2-one), BrC=1C=CC2=C(C(=CO2)C)C1 (5-bromo-3-methylbenzofuran), CN[C@H]1[C@@H](CCCC1)NC (trans-N,N′-dimethylcyclohexane-1,2-diamine), P(=O)([O-])([O-])[O-].[K+].[K+].[K+] (potassium phosphate). Reagents/catalysts: [Cu](I)I (copper iodide). Solvent: O1CCOCC1 (1,4-dioxane). The product is C1(CC1)C1=C(C=NC=C1)N1C(N(CC1)C=1C=CC2=C(C(=CO2)C)C1)=O (1-(4-cyclopropylpyridin-3-yl)-3-(3-methylbenzofuran-5-yl)imidazolidin-2-one). Isolated yield 42.1%. As a reaction SMILES: [CH:1]1([C:4]2[CH:9]=[CH:8][N:7]=[CH:6][C:5]=2[N:10]2[CH2:14][CH2:13][NH:12][C:11]2=[O:15])[CH2:3][CH2:2]1.Br[C:17]1[CH:18]=[CH:19][C:20]2[O:24][CH:23]=[C:22]([CH3:25])[C:21]=2[CH:26]=1.CN[C@@H]1CCCC[C@H]1NC.P([O-])([O-])([O-])=O.[K+].[K+].[K+]>[Cu](I)I.O1CCOCC1>[CH:1]1([C:4]2[CH:9]=[CH:8][N:7]=[CH:6][C:5]=2[N:10]2[CH2:14][CH2:13][N:12]([C:17]3[CH:18]=[CH:19][C:20]4[O:24][CH:23]=[C:22]([CH3:25])[C:21]=4[CH:26]=3)[C:11]2=[O:15])[CH2:3][CH2:2]1 |f:3.4.5.6|. Procedure: Using analogous reagents and reaction conditions as described in Example 1 above, 1-(4-cyclopropylpyridin-3-yl)imidazolidin-2-one (I-1d: 100 mg, 0.492 mmol) was reacted with 5-bromo-3-methylbenzofuran (125 mg, 0.5904 mmol), 1,4-dioxane (4 mL), copper iodide (10 mg, 0.0492 mmol), trans-N,N′-dimethylcyclohexane-1,2-diamine (7.0 mg, 0.0492 mmol) and potassium phosphate (313 mg, 1.476 mmol) to afford the crude product. Purification by column chromatography on silica gel (1.0% methanol in CHCl3) affo... Starting materials: [BH4-].[Li+] (lithium borohydride), [OH-].[Na+] (sodium hydroxide), C(C)(C)(C)OC(=O)N[C@@H]1CC[C@H](CC1)C(=O)OC (methyl trans-4-tert-butoxycarbonylamino-cyclohexanecarboxylate), C(CC(O)(C(=O)O)CC(=O)O)(=O)O (citric acid). Run in C(C)(C)(C)OC (tert-butylmethylether), O1CCCC1 (tetrahydrofuran), O1CCCC1 (tetrahydrofuran). Product: OC[C@@H]1CC[C@H](CC1)NC(OC(C)(C)C)=O (tert-butyl trans-4-hydroxymethyl-cyclohexyl-carbamate). Reaction SMILES: [BH4-].[Li+].[C:3]([O:7][C:8]([NH:10][C@H:11]1[CH2:16][CH2:15][C@H:14]([C:17](OC)=[O:18])[CH2:13][CH2:12]1)=[O:9])([CH3:6])([CH3:5])[CH3:4].C(O)(=O)CC(CC(O)=O)(C(O)=O)O.[OH-].[Na+]>C(OC)(C)(C)C.O1CCCC1>[OH:18][CH2:17][C@H:14]1[CH2:13][CH2:12][C@H:11]([NH:10][C:8](=[O:9])[O:7][C:3]([CH3:5])([CH3:4])[CH3:6])[CH2:16][CH2:15]1 |f:0.1,4.5|. Procedure details: 1.56 g lithium borohydride are placed in 25 ml abs. tetrahydrofuran. A solution of 15.9 g (61 mmol) methyl trans-4-tert-butoxycarbonylamino-cyclohexanecarboxylate in 25 ml abs. tetrahydrofuran is added dropwise to this suspension. This suspension is refluxed for 50 min. After the reaction mixture has cooled it is carefully added dropwise to 25 ml of 0.6 N citric acid solution. Then 30 ml tert-butylmethylether are added, the solution is made alkaline with sodium hydroxide solution and the organic...